Dataset: the Open Reaction Database (ORD), a public repository of structured organic reaction records. Task: describe an organic reaction: reactants, conditions, products, and yield Reactants: OCCNC(OC)=O (methyl 2-hydroxyethylcarbamate), BrC(C(=O)Br)C (2-bromopropionyl bromide). Product: BrC(C(=O)OCCNC(OC)=O)C (methyl 2-(2-bromopropionyloxy)-ethylcarbamate). As a reaction SMILES: [OH:1][CH2:2][CH2:3][NH:4][C:5](=[O:8])[O:6][CH3:7].[Br:9][CH:10]([CH3:14])[C:11](Br)=[O:12]>>[Br:9][CH:10]([CH3:14])[C:11]([O:1][CH2:2][CH2:3][NH:4][C:5](=[O:8])[O:6][CH3:7])=[O:12]. Procedure details: by using methyl 2-hydroxyethylcarbamate and 2-bromopropionyl bromide there is obtained methyl 2-(2-bromopropionyloxy)-ethylcarbamate, nD20 1.4779; Reactants: ClC1=NC=NC(=C1)Cl (4,6-dichloropyrimidine), Cl.O1CCNCCC1 (1,4-oxazepane hydrochloride), C([O-])([O-])=O.[Na+].[Na+] (sodium carbonate). Solvent: O (water). Product: ClC1=CC(=NC=N1)N1CCOCCC1 (4-(6-Chloropyrimidin-4-yl)-1,4-oxazepane). Reaction SMILES: Cl[C:2]1[CH:7]=[C:6]([Cl:8])[N:5]=[CH:4][N:3]=1.Cl.[O:10]1[CH2:16][CH2:15][CH2:14][NH:13][CH2:12][CH2:11]1.C(=O)([O-])[O-].[Na+].[Na+]>O>[Cl:8][C:6]1[N:5]=[CH:4][N:3]=[C:2]([N:13]2[CH2:14][CH2:15][CH2:16][O:10][CH2:11][CH2:12]2)[CH:7]=1 |f:1.2,3.4.5|. Procedure details: A mixture of 3.0 g (20.1 mmol) of 4,6-dichloropyrimidine, 2.8 g (20.1 mmol) of 1,4-oxazepane hydrochloride and 6.4 g (60.4 mmol) of sodium carbonate in 45 ml of water is stirred under reflux for 16 h. After cooling to RT, the reaction mixture is extracted with ethyl acetate. The organic phase is washed with saturated sodium chloride solution, dried over sodium sulphate and filtered. Under reduced pressure, the filtrate is concentrated to dryness. The product is obtained as an oil. Yield: 3.9 g (... Reactants: O (water), BrC1=C(C2=C(SC3=C2C=CC=C3)C=C1)C1=CC=C(C=C1)O (4-(2-bromo-dibenzothiophen-1-yl)-phenol), C([O-])([O-])=O.[K+].[K+] (potassium carbonate), COC(CBr)=O (methylbromoacetate). Solvent: CN(C=O)C (N,N-dimethylformamide). Run at time 24 hour. The product is COC(COC1=CC=C(C=C1)C1=C(C=CC=2SC3=C(C21)C=CC=C3)Br)=O ([4-(2-Bromo-dibenzothiophen-1-yl)-phenoxy]-acetic Acid Methyl Ester). Yield: 88.2%. Reaction SMILES: [Br:1][C:2]1[CH:14]=[CH:13][C:5]2[S:6][C:7]3[CH:12]=[CH:11][CH:10]=[CH:9][C:8]=3[C:4]=2[C:3]=1[C:15]1[CH:20]=[CH:19][C:18]([OH:21])=[CH:17][CH:16]=1.C(=O)([O-])[O-].[K+].[K+].[CH3:28][O:29][C:30](=[O:33])[CH2:31]Br.O>CN(C)C=O>[CH3:28][O:29][C:30](=[O:33])[CH2:31][O:21][C:18]1[CH:19]=[CH:20][C:15]([C:3]2[C:4]3[C:8]4[CH:9]=[CH:10][CH:11]=[CH:12][C:7]=4[S:6][C:5]=3[CH:13]=[CH:14][C:2]=2[Br:1])=[CH:16][CH:17]=1 |f:1.2.3|. Reported procedure: To a solution of 4-(2-bromo-dibenzothiophen-1-yl)-phenol (0.480 g, 1.35 mmol) and potassium carbonate (0.385 g, 2.79 mmol, 2.06 eq) in anhydrous N,N-dimethylformamide (3 mL) was added methylbromoacetate (0.255 mL, 2.07 mmol, 2 eq) dropwise at room temperature under a dry nitrogen atmosphere. After stirring 24 hours the reaction mixture was poured into water (100 mL) and the organics were extracted into ether (100 mL) The ether was washed with water (100 mL) and brine (100 mL). Silica gel was add... Reactants: CC(=O)Nc1cc([Sn](C)(C)C)nc(C(=O)O)c1Cl, CC(F)c1c(Cl)ccc(Br)c1Cl, [Cs+], I[Cu]I, [F-], CN(C)C=O, O. Product: CC(=O)Nc1cc(-c2ccc(Cl)c(C(C)F)c2Cl)nc(C(=O)O)c1Cl. Reaction SMILES: [C:13]([CH3:14])(=[O:15])[NH:16][c:17]1[c:18]([Cl:30])[c:19]([C:27](=[O:28])[OH:29])[n:20][c:21]([Sn:23]([CH3:24])([CH3:25])[CH3:26])[cH:22]1.[Cl:1][c:2]1[c:3]([Br:12])[cH:4][cH:5][c:6]([Cl:11])[c:7]1[CH:8]([CH3:9])[F:10].[Cs+:32].[Cu:39]([I:40])[I:41].[F-:31].[O:34]=[CH:35][N:36]([CH3:37])[CH3:38].[OH2:33]>>[Cl:1][c:2]1[c:3](-[c:21]2[n:20][c:19]([C:27](=[O:28])[OH:29])[c:18]([Cl:30])[c:17]([NH:16][C:13]([CH3:14])=[O:15])[cH:22]2)[cH:4][cH:5][c:6]([Cl:11])[c:7]1[CH:8]([CH3:9])[F:10]. The reactants are [N+](=O)([O-])C1=CC=C(C(=O)N2C=3C=CC=CC3C3=CC=CC=C3C2)C=C1 (5,6-dihydro-5-(4-nitrobenzoyl)phenanthridine). Reagents/catalysts: [Pd] (palladium-on-carbon). The solvent is C(C)(=O)OCC (ethyl acetate). The product is NC1=CC=C(C(=O)N2C=3C=CC=CC3C3=CC=CC=C3C2)C=C1 (5-(4-Aminobenzoyl)-5.6-dihydrophenanthridine). Yield: 87.0%. Reaction SMILES: [N+:1]([C:4]1[CH:25]=[CH:24][C:7]([C:8]([N:10]2[CH2:23][C:22]3[C:17](=[CH:18][CH:19]=[CH:20][CH:21]=3)[C:16]3[CH:15]=[CH:14][CH:13]=[CH:12][C:11]2=3)=[O:9])=[CH:6][CH:5]=1)([O-])=O>C(OCC)(=O)C.[Pd]>[NH2:1][C:4]1[CH:5]=[CH:6][C:7]([C:8]([N:10]2[CH2:23][C:22]3[C:17](=[CH:18][CH:19]=[CH:20][CH:21]=3)[C:16]3[CH:15]=[CH:14][CH:13]=[CH:12][C:11]2=3)=[O:9])=[CH:24][CH:25]=1. Reported procedure: A solution of 2.15 g of 5,6-dihydro-5-(4-nitrobenzoyl)phenanthridine in 50 ml of ethyl acetate and 0.5 g of 10% palladium-on-carbon is hydrogenated in a Parr apparatus under an atmosphere of hydrogen for three hours. The mixture is filtered through diatomaceous earth and the solvent removed to give 1.7 g of the product as a yellow foam. Reactants: ClC1=CC(=C(C(=O)C=2C(=NNC2C(=O)OCC)C(F)(F)F)C=C1)N (ethyl 4-(4-chloro-2-aminobenzoyl)-3-trifluoromethyl-1H-pyrazole-5-carboxylate), C(C)(=O)[O-].[NH4+] (ammonium acetate), CN1C(CCC1)=O (1-methyl-2-pyrrolidinone), O (water). Solvent: C(Cl)Cl (methylene chloride). Conditions: temperature 160 celsius, time 1 hour. Product: ClC1=CC2=C(C(C3=C(C(N2)=O)NN=C3C(F)(F)F)=O)C=C1 (7-Chloro-3-trifluoromethylpyrazolo[3,4-c][1]benzazepine-4,10(1H,9H)-dione). The yield is 75.8%. Reaction SMILES: [Cl:1][C:2]1[CH:23]=[CH:22][C:5]([C:6]([C:8]2[C:9]([C:18]([F:21])([F:20])[F:19])=[N:10][NH:11][C:12]=2[C:13]([O:15]CC)=O)=[O:7])=[C:4]([NH2:24])[CH:3]=1.C([O-])(=O)C.[NH4+].CN1CCCC1=O.O>C(Cl)Cl>[Cl:1][C:2]1[CH:23]=[CH:22][C:5]2[C:6](=[O:7])[C:8]3[C:9]([C:18]([F:19])([F:20])[F:21])=[N:10][NH:11][C:12]=3[C:13](=[O:15])[NH:24][C:4]=2[CH:3]=1 |f:1.2|. Procedure: Alternatively, the title compound can be preferably prepared as follows: A mixture of ethyl 4-(4-chloro-2-aminobenzoyl)-3-trifluoromethyl-1H-pyrazole-5-carboxylate (1.0 g, 2.76 mmol), ammonium acetate (0.21 g, 2.76 mmol) and 1-methyl-2-pyrrolidinone (2.3 mL) was heated with stirring at 160° C. under N2 for one hour. After cooling to room temperature, water (25 mL) was added to the stirred reaction mixture. The resulting aqueous mixture was filtered after stirring for ten minutes. The filter cake... Starting materials: O=C(Cl)C1C2CC3CC1CN(C3)C2, NC1CCN(CCc2ccc(F)cc2)C1. The product is O=C(NC1CCN(CCc2ccc(F)cc2)C1)C1C2CC3CC1CN(C3)C2. As a reaction SMILES: [N:1]12[CH2:2][CH:3]3[CH:4]([C:11](=[O:12])[Cl:13])[CH:5]([CH2:6][CH:7]([CH2:8]1)[CH2:9]3)[CH2:10]2.[NH2:14][CH:15]1[CH2:16][N:17]([CH2:20][CH2:21][c:22]2[cH:23][cH:24][c:25]([F:28])[cH:26][cH:27]2)[CH2:18][CH2:19]1>>[N:1]12[CH2:2][CH:3]3[CH:4]([C:11](=[O:12])[NH:14][CH:15]4[CH2:16][N:17]([CH2:20][CH2:21][c:22]5[cH:23][cH:24][c:25]([F:28])[cH:26][cH:27]5)[CH2:18][CH2:19]4)[CH:5]([CH2:6][CH:7]([CH2:8]1)[CH2:9]3)[CH2:10]2.